From a dataset of the Open Reaction Database (ORD), a public repository of structured organic reaction records. describe an organic reaction: reactants, conditions, products, and yield The reactants are compound, N[C@H](C(=O)OCC)CC1=CC(=C(C(=C1)OC)C1=CC=CC=C1)OC (ethyl (2S)-2-amino-3-(2,6-dimethoxy[1,1′-biphenyl]-4-yl)propanoate), OC1=CC(C1(C)C)=O (3-hydroxy-4,4-dimethyl-2-cyclobutenone), 70V. Run in C(Cl)Cl (DCM). Yields the product CC1(C(C=C1N[C@H](C(=O)OCC)CC1=CC(=C(C(=C1)OC)C1=CC=CC=C1)OC)=O)C (Ethyl (2S)-2-[(4,4,-dimethyl-3-oxo-1-cyclobutenyl)amino]-3-(2,6-dimethoxy[1,1′-biphenyl]-4-yl)propanoate). Reaction SMILES: [NH2:1][C@@H:2]([CH2:8][C:9]1[CH:14]=[C:13]([O:15][CH3:16])[C:12]([C:17]2[CH:22]=[CH:21][CH:20]=[CH:19][CH:18]=2)=[C:11]([O:23][CH3:24])[CH:10]=1)[C:3]([O:5][CH2:6][CH3:7])=[O:4].[OH:25][C:26]1[C:29]([CH3:31])([CH3:30])[C:28](=O)[CH:27]=1>C(Cl)Cl>[CH3:30][C:29]1([CH3:31])[C:28]([NH:1][C@@H:2]([CH2:8][C:9]2[CH:10]=[C:11]([O:23][CH3:24])[C:12]([C:17]3[CH:18]=[CH:19][CH:20]=[CH:21][CH:22]=3)=[C:13]([O:15][CH3:16])[CH:14]=2)[C:3]([O:5][CH2:6][CH3:7])=[O:4])=[CH:27][C:26]1=[O:25]. Procedure details: The title compound was prepared in a similar manner to that of the compound of Example 41 from ethyl (2S)-2-amino-3-(2,6-dimethoxy[1,1′-biphenyl]-4-yl)propanoate (1.5 g, 4.5 mol), and 3-hydroxy-4,4-dimethyl-2-cyclobutenone (0.5 g, 4.5 mmol) in DCM (15 ml) as a white foam (1.8 g, 93%). δH (300 MHz, DMSO d6) 8.68 (1H, d, J 8.6 Hz), 7.22-7.37 (3H, m), 7.18 (2H, d, J 8.3 Hz), 6.78 (2H, d, J 8.4 Hz), 4.46 (1H, s), 4.32 (1H, m), 4.21 (2H, q, J 7.1 Hz), 3.69 (6H, s), 3.24 (1H, dd, J 13.8, 5.9 Hz), 3.09... The reactants are COC(C(CC1=CC(=CC=C1)OCC1=CC=CC=C1)OCC)=O (3-(3-benzyloxy-phenyl)-2-ethoxy-propionic acid methyl ester), COC(C(CC1=CC(=CC=C1)O)OC)=O (3-(3-hydroxy-phenyl)-2-methoxy-propionic acid methyl ester). Product: COC(C(CC1=CC(=CC=C1)O)OCC)=O (2-ethoxy-3-(3-hydroxy-phenyl)-propionic acid methyl ester). As a reaction SMILES: [CH3:1][O:2][C:3](=[O:23])[CH:4]([O:20][CH2:21][CH3:22])[CH2:5][C:6]1[CH:11]=[CH:10][CH:9]=[C:8]([O:12]CC2C=CC=CC=2)[CH:7]=1.COC(=O)C(OC)CC1C=CC=C(O)C=1>>[CH3:1][O:2][C:3](=[O:23])[CH:4]([O:20][CH2:21][CH3:22])[CH2:5][C:6]1[CH:11]=[CH:10][CH:9]=[C:8]([OH:12])[CH:7]=1. Reported procedure: The title compound was prepared from 3-(3-benzyloxy-phenyl)-2-ethoxy-propionic acid methyl ester (Example 378, Step 3) via the same procedure used for the preparation of 3-(3-hydroxy-phenyl)-2-methoxy-propionic acid methyl ester (Example 291, Step 4) to afford the title compound as a yellow oil. MS (ES) for C12H16O4 [M+H]+: 225.1. Reactants: C(CCCCCCCCCCCCCCCCC)OC1=CC=C(C(=O)OC)C=C1 (methyl 4-octadecyloxybenzoate), S(O)(O)(=O)=O (sulfuric acid). Solvent: C(C)(=O)O (acetic acid). Reaction conditions: time 40 minute. The product is C(CCCCCCCCCCCCCCCCC)OC1=CC=C(C(=O)O)C=C1 (4-octadecyloxybenzoic acid). The yield is 82.9%. RXN SMILES: [CH2:1]([O:19][C:20]1[CH:29]=[CH:28][C:23]([C:24]([O:26]C)=[O:25])=[CH:22][CH:21]=1)[CH2:2][CH2:3][CH2:4][CH2:5][CH2:6][CH2:7][CH2:8][CH2:9][CH2:10][CH2:11][CH2:12][CH2:13][CH2:14][CH2:15][CH2:16][CH2:17][CH3:18].S(=O)(=O)(O)O>C(O)(=O)C>[CH2:1]([O:19][C:20]1[CH:21]=[CH:22][C:23]([C:24]([OH:26])=[O:25])=[CH:28][CH:29]=1)[CH2:2][CH2:3][CH2:4][CH2:5][CH2:6][CH2:7][CH2:8][CH2:9][CH2:10][CH2:11][CH2:12][CH2:13][CH2:14][CH2:15][CH2:16][CH2:17][CH3:18]. Procedure: A mixture containing methyl 4-octadecyloxybenzoate (30 g) and acetic acid (10 ml) was warmed until a solution was obtained. To this solution was added concentrated sulfuric acid (3 ml), and the mixture heated to slowly distill off the methyl acetate. This distillation was carried out over a period of 40 minutes. The solution was then cooled just below the boiling point and stirred for an additional 30 minutes. The hot reaction mixture was poured onto cold water and the solid filtered and dried. ...